Dataset: the Open Reaction Database (ORD), a public repository of structured organic reaction records. Task: describe an organic reaction: reactants, conditions, products, and yield Reactants: COC(=O)C1=CC=C(C=C1)SC1=C(C(=O)OC)C=C(C=C1)[N+](=O)[O-] (methyl 2-(4-methoxycarbonylphenylthio)-5-nitrobenzoate), C(C)(C)O (isopropyl alcohol), [Cl-].[NH4+] (ammonium chloride). The reagents and catalysts are [Fe] (iron). Run in C(Cl)(Cl)Cl (Chloroform). Run at temperature 85 celsius, time 10 minute. Yields the product NC=1C=CC(=C(C(=O)OC)C1)SC1=CC=C(C=C1)C(=O)OC (methyl 5-amino-2-(4-methoxycarbonylphenylthio)benzoate). Isolated yield 100.0%. Reaction SMILES: [CH3:1][O:2][C:3]([C:5]1[CH:10]=[CH:9][C:8]([S:11][C:12]2[CH:21]=[CH:20][C:19]([N+:22]([O-])=O)=[CH:18][C:13]=2[C:14]([O:16][CH3:17])=[O:15])=[CH:7][CH:6]=1)=[O:4].C(O)(C)C.[Cl-].[NH4+]>[Fe].C(Cl)(Cl)Cl>[NH2:22][C:19]1[CH:20]=[CH:21][C:12]([S:11][C:8]2[CH:9]=[CH:10][C:5]([C:3]([O:2][CH3:1])=[O:4])=[CH:6][CH:7]=2)=[C:13]([CH:18]=1)[C:14]([O:16][CH3:17])=[O:15] |f:2.3|. Procedure: To a mixture of 1.09 g of methyl 2-(4-methoxycarbonylphenylthio)-5-nitrobenzoate obtained in the same procedures as described in Reaction Scheme (24) of Example 1 and 1.75 g of iron powder, were added 3 ml of isopropyl alcohol and an aqueous solution of ammonium chloride (0.05 g of ammonium chloride and 0.95 ml of water). The mixture was stirred for 10 minutes at 85° C. Chloroform was added to the reaction mixture. The mixture was filtered with celite, and was subsequently washed with chloroform... The reactants are solution, N (ammonia), ClC(=O)C(CCCCCCC(=O)OCC)CCCC(CCCCC)OC(C)=O (Ethyl 8-chlorocarbonyl-12-acetoxyheptadecanoate), amide. The solvent is O (water), CCOCC (ether). Product: C(N)(=O)C(CCCCCCC(=O)OCC)CCCC(CCCCC)OC(C)=O (Ethyl 8-Carbamoyl-12-acetoxyheptadecanoate). As a reaction SMILES: Cl[C:2]([CH:4]([CH2:16][CH2:17][CH2:18][CH:19]([O:25][C:26](=[O:28])[CH3:27])[CH2:20][CH2:21][CH2:22][CH2:23][CH3:24])[CH2:5][CH2:6][CH2:7][CH2:8][CH2:9][CH2:10][C:11]([O:13][CH2:14][CH3:15])=[O:12])=[O:3].[NH3:29]>O.CCOCC>[C:2]([CH:4]([CH2:16][CH2:17][CH2:18][CH:19]([O:25][C:26](=[O:28])[CH3:27])[CH2:20][CH2:21][CH2:22][CH2:23][CH3:24])[CH2:5][CH2:6][CH2:7][CH2:8][CH2:9][CH2:10][C:11]([O:13][CH2:14][CH3:15])=[O:12])(=[O:3])[NH2:29]. Procedure: Ethyl 8-chlorocarbonyl-12-acetoxyheptadecanoate (8.38 g.; 0.02 mole) is added with stirring to a 28% solution of ammonia in water (concentrated ammonium hydroxide) (75 ml.). The amide forms at once and separates as a semi-solid. It is dissolved in ether, washed with water and dried over sodium sulfate. The ether is removed under vacuum to give the title compound as a semi-solid, yield 6.8 g. The product is purified by column chromatography on silica gel with 2% methanol in chloroform as eluant; ... Reactants: COc1cc(F)c(C(C)C)cc1-c1ccc(C(F)(F)F)cc1CN(C(=O)OC(C)(C)C)C(C)C(OC(=O)OC(COP(=O)(O)O)COP(=O)(O)O)c1cc(C(F)(F)F)cc(C(F)(F)F)c1, Cl. The product is COc1cc(F)c(C(C)C)cc1-c1ccc(C(F)(F)F)cc1C[NH2+]C(C)C(OC(=O)OC(COP(=O)(O)O)COP(=O)(O)O)c1cc(C(F)(F)F)cc(C(F)(F)F)c1, [Cl-]. Reaction SMILES: [C:1]([O:2][CH:3]([CH:4]([CH3:5])[N:6]([CH2:7][c:8]1[c:9](-[c:18]2[c:19]([O:28][CH3:29])[cH:20][c:21]([F:27])[c:22]([CH:24]([CH3:25])[CH3:26])[cH:23]2)[cH:10][cH:11][c:12]([C:14]([F:15])([F:16])[F:17])[cH:13]1)[C:30]([O:31][C:32]([CH3:33])([CH3:34])[CH3:35])=[O:36])[c:37]1[cH:38][c:39]([C:47]([F:48])([F:49])[F:50])[cH:40][c:41]([C:43]([F:44])([F:45])[F:46])[cH:42]1)([O:51][CH:52]([CH2:53][O:54][P:55](=[O:56])([OH:57])[OH:58])[CH2:59][O:60][P:61](=[O:62])([OH:63])[OH:64])=[O:65].[ClH:66]>>[C:1]([O:2][CH:3]([CH:4]([CH3:5])[NH2+:6][CH2:7][c:8]1[c:9](-[c:18]2[c:19]([O:28][CH3:29])[cH:20][c:21]([F:27])[c:22]([CH:24]([CH3:25])[CH3:26])[cH:23]2)[cH:10][cH:11][c:12]([C:14]([F:15])([F:16])[F:17])[cH:13]1)[c:37]1[cH:38][c:39]([C:47]([F:48])([F:49])[F:50])[cH:40][c:41]([C:43]([F:44])([F:45])[F:46])[cH:42]1)([O:51][CH:52]([CH2:53][O:54][P:55](=[O:56])([OH:57])[OH:58])[CH2:59][O:60][P:61](=[O:62])([OH:63])[OH:64])=[O:65].[Cl-:66].